Dataset: the Open Reaction Database (ORD), a public repository of structured organic reaction records. Task: describe an organic reaction: reactants, conditions, products, and yield Reactants: C(C)(C)(C)OC(=O)C1NC(C(C1C1=C(C(=CC=C1)Cl)F)(C#N)C1=C(C=C(C=C1)Cl)F)CC(CC)(CC)CC (rac-(2R,3S,4R,5S)-3-(3-chloro-2-fluoro-phenyl)-4-(4-chloro-2-fluoro-phenyl)-4-cyano-5-(2,2-diethyl-butyl)-pyrrolidine-2-carboxylic acid tert-butyl ester), FC(C(=O)O)(F)F (trifluoroacetic acid). Solvent: ClCCl (dichloromethane). The product is FC(C(=O)O)(F)F.ClC=1C(=C(C=CC1)C1C(NC(C1(C#N)C1=C(C=C(C=C1)Cl)F)CC(CC)(CC)CC)C(=O)O)F (rac-(2R,3S,4R,5S)-3-(3-chloro-2-fluoro-phenyl)-4-(4-chloro-2-fluoro-phenyl)-4-cyano-5-(2,2-diethyl-butyl)-pyrrolidine-2-carboxylic acid trifluoroacetic acid). Isolated yield 100.0%. Reaction SMILES: C([O:5][C:6]([CH:8]1[CH:12]([C:13]2[CH:18]=[CH:17][CH:16]=[C:15]([Cl:19])[C:14]=2[F:20])[C:11]([C:23]2[CH:28]=[CH:27][C:26]([Cl:29])=[CH:25][C:24]=2[F:30])([C:21]#[N:22])[CH:10]([CH2:31][C:32]([CH2:37][CH3:38])([CH2:35][CH3:36])[CH2:33][CH3:34])[NH:9]1)=[O:7])(C)(C)C.[F:39][C:40]([F:45])([F:44])[C:41]([OH:43])=[O:42]>ClCCl>[F:39][C:40]([F:45])([F:44])[C:41]([OH:43])=[O:42].[Cl:19][C:15]1[C:14]([F:20])=[C:13]([CH:12]2[C:11]([C:23]3[CH:28]=[CH:27][C:26]([Cl:29])=[CH:25][C:24]=3[F:30])([C:21]#[N:22])[CH:10]([CH2:31][C:32]([CH2:33][CH3:34])([CH2:35][CH3:36])[CH2:37][CH3:38])[NH:9][CH:8]2[C:6]([OH:7])=[O:5])[CH:18]=[CH:17][CH:16]=1 |f:3.4|. Reported procedure: In a manner similar to the method described in Example 25a, rac-(2R,3S,4R,5S)-3-(3-chloro-2-fluoro-phenyl)-4-(4-chloro-2-fluoro-phenyl)-4-cyano-5-(2,2-diethyl-butyl)-pyrrolidine-2-carboxylic acid tert-butyl ester prepared in Example 106b (1.8 g, 3.2 mmol) was reacted with trifluoroacetic acid in dichloromethane at room temperature to give rac-(2R,3S,4R,5S)-3-(3-chloro-2-fluoro-phenyl)-4-(4-chloro-2-fluoro-phenyl)-4-cyano-5-(2,2-diethyl-butyl)-pyrrolidine-2-carboxylic acid trifluoroacetic acid as... Reactants: BrC1=CN=C(S1)C=1C=CC2=C(CC3CCC(C2)C32NS(N(C2)CC(F)(F)F)(=O)=O)C1 (2′,3′,4′,5,5′,6,7,8,9,10-Decahydro-2-(5-bromothiazol-2-yl)-5′-(2,2,2-trifluoroethyl)-spiro[6,9-methanobenzocyclooctene-11,3′-[1,2,5]thiadiazole]1′,1′-dioxide), COC1=CC=C(C=C1)B(O)O (4-methoxybenzeneboronic acid). Product: COC1=CC=C(C=C1)C1=CN=C(S1)C=1C=CC2=C(CC3CCC(C2)C32NS(N(C2)CC(F)(F)F)(=O)=O)C1 (2′,3′,4′,5,5′,6,7,8,9,10-Decahydro-2-(5-(4-methoxyphenyl)-thiazol-2-yl)-5′-(2,2,2-trifluoroethyl)-spiro[6,9-methanobenzocyclooctene-11,3′-[1,2,5]thiadiazole]1′,1′-dioxide). RXN SMILES: Br[C:2]1[S:6][C:5]([C:7]2[CH:8]=[CH:9][C:10]3[CH2:17][CH:16]4[C:18]5([CH2:22][N:21]([CH2:23][C:24]([F:27])([F:26])[F:25])[S:20](=[O:29])(=[O:28])[NH:19]5)[CH:13]([CH2:14][CH2:15]4)[CH2:12][C:11]=3[CH:30]=2)=[N:4][CH:3]=1.[CH3:31][O:32][C:33]1[CH:38]=[CH:37][C:36](B(O)O)=[CH:35][CH:34]=1>>[CH3:31][O:32][C:33]1[CH:38]=[CH:37][C:36]([C:2]2[S:6][C:5]([C:7]3[CH:8]=[CH:9][C:10]4[CH2:17][CH:16]5[C:18]6([CH2:22][N:21]([CH2:23][C:24]([F:27])([F:26])[F:25])[S:20](=[O:29])(=[O:28])[NH:19]6)[CH:13]([CH2:14][CH2:15]5)[CH2:12][C:11]=4[CH:30]=3)=[N:4][CH:3]=2)=[CH:35][CH:34]=1. Procedure details: Prepared using the bromide from Example 36 Step 2 and 4-methoxybenzeneboronic acid by the method described for Example 36 Step 3. MS (ES+) 550 ([MH]+). Starting materials: CSCCC#N (3-(methylthio)-propionitrile), C1=C(N=C(S1)NC(=N)N)CSCCC(=N)NS(=O)(=O)N (famotidine). The product is S(N)(=O)(=O)NC(C=C)=N (N-sulfamyl-acrylamidine). As a reaction SMILES: CSCCC#N.C1SC(NC(N)=N)=NC=1CS[CH2:18][CH2:19][C:20]([NH:22][S:23]([NH2:26])(=[O:25])=[O:24])=[NH:21]>>[S:23]([NH:22][C:20](=[NH:21])[CH:19]=[CH2:18])(=[O:25])(=[O:24])[NH2:26]. Reported procedure: N-sulfamyl-acrylamidine was prepared by a four-step procedure from 3-(methylthio)-propionitrile, with an extremely low (5.5%) yield in several days. The products of the subsequent steps, including famotidine, were isolated by column chromatography. Reactants: C(CC)N1C(C(C2=CC=CC=C12)=O)=O (1-propylindoline-2,3-dione), ClC=1C=C2C(C(NC2=CC1)=O)=O (5-chloro isatin), BrCCC(C)C (1-bromo-3-methylbutane). Product: ClC=1C=C2C(C(N(C2=CC1)CCC(C)C)=O)=O (5-chloro-1-isopentylindoline-2,3-dione). RXN SMILES: C(N1[C:12]2[C:7](=[CH:8]C=CC=2)[C:6](=O)[C:5]1=O)CC.[Cl:15][C:16]1[CH:17]=[C:18]2[C:22](=[CH:23][CH:24]=1)[NH:21][C:20](=[O:25])[C:19]2=[O:26].BrCCC(C)C>>[Cl:15][C:16]1[CH:17]=[C:18]2[C:22](=[CH:23][CH:24]=1)[N:21]([CH2:5][CH2:6][CH:7]([CH3:12])[CH3:8])[C:20](=[O:25])[C:19]2=[O:26]. Reported procedure: This compound was prepared in a similar method as 1-propylindoline-2,3-dione by reacting commercially available 5-chloro isatin (purchase from Fisher Scientific) with commercially available 1-bromo-3-methylbutane (purchase from Fisher Scientific). 1H NMR δ 7.57 (m, 2H), 6.85 (d, 1H), 3.73 (t, 2H), 1.57 (m, 3H), 1.00 (d, 6H). The reactants are BrCBr, COC(=O)c1ccc(O)c(O)c1Cl, [F-], [K+], CN(C)C=O, O. Yields the product COC(=O)c1ccc2c(c1Cl)OCO2. As a reaction SMILES: [Br:16][CH2:17][Br:18].[Cl:1][c:2]1[c:3]([C:4](=[O:5])[O:6][CH3:7])[cH:8][cH:9][c:10]([OH:13])[c:11]1[OH:12].[F-:14].[K+:15].[O:19]=[CH:20][N:21]([CH3:22])[CH3:23].[OH2:24]>>[Cl:1][c:2]1[c:3]([C:4](=[O:5])[O:6][CH3:7])[cH:8][cH:9][c:10]2[c:11]1[O:12][CH2:17][O:13]2. Starting materials: O=C1N2[C@H](C=3N(C4=C1C=CC=C4)C=NC3C(=O)OCC)CCC2 (ethyl (S)-11,12,13,13a-tetrahydro-9-oxo-9H-imidazo[1,5-a]pyrrolo[2,1-c][1,4]benzodiazepine-1-carboxylate), OCC1CC1 (hydroxymethyl-cyclopropane). The reagents and catalysts are CCO.CCO.CCO.CCO.[Ti] (tetraethyl orthotitanate). Run at time 8 hour. The product is O=C1N2[C@H](C=3N(C4=C1C=CC=C4)C=NC3C(=O)OCC3CC3)CCC2 (cyclopropylmethyl (S)-11,12,13,13a-tetrahydro-9-oxo-9H-imidazo[1,5-a]pyrrolo[2,1-c][1,4]benzodiazepine-1-carboxylate). RXN SMILES: [O:1]=[C:2]1[C:8]2[CH:9]=[CH:10][CH:11]=[CH:12][C:7]=2[N:6]2[CH:13]=[N:14][C:15]([C:16]([O:18][CH2:19][CH3:20])=[O:17])=[C:5]2[C@@H:4]2[CH2:21][CH2:22][CH2:23][N:3]12.O[CH2:25][CH:26]1CC1>CCO.CCO.CCO.CCO.[Ti]>[O:1]=[C:2]1[C:8]2[CH:9]=[CH:10][CH:11]=[CH:12][C:7]=2[N:6]2[CH:13]=[N:14][C:15]([C:16]([O:18][CH2:19][CH:20]3[CH2:26][CH2:25]3)=[O:17])=[C:5]2[C@@H:4]2[CH2:21][CH2:22][CH2:23][N:3]12 |f:2.3.4.5.6|. Procedure details: A mixture of 6.22 g (20 mmol) of ethyl (S)-11,12,13,13a-tetrahydro-9-oxo-9H-imidazo[1,5-a]pyrrolo[2,1-c][1,4]benzodiazepine-1-carboxylate, 1.52 g (6.7 mmol) of tetraethyl orthotitanate and 10 g (194 mmol) of hydroxymethyl-cyclopropane is stirred at 115° overnight, evaporated to dryness, the residue is taken up in methylene chloride and stirred for 0.5 hour with about 50 ml of water. The emulsion obtained is filtered through siliceous earth, the organic phase is washed with saturated sodium bicar... Reactants: CO, Cl, [Na+], [OH-], CCCC(CCCCC(=O)OC)C1c2ccc(O)cc2SCC1(C)c1ccc(O)cc1. The product is CCCC(CCCCC(=O)O)C1c2ccc(O)cc2SCC1(C)c1ccc(O)cc1. RXN SMILES: [CH3:35][OH:36].[ClH:34].[Na+:33].[OH-:32].[OH:1][c:2]1[cH:3][cH:4][c:5]2[c:10]([cH:11]1)[S:9][CH2:8][C:7]([CH3:12])([c:13]1[cH:14][cH:15][c:16]([OH:19])[cH:17][cH:18]1)[CH:6]2[CH:20]([CH2:21][CH2:22][CH2:23][CH2:24][C:25](=[O:26])[O:27][CH3:28])[CH2:29][CH2:30][CH3:31]>>[OH:1][c:2]1[cH:3][cH:4][c:5]2[c:10]([cH:11]1)[S:9][CH2:8][C:7]([CH3:12])([c:13]1[cH:14][cH:15][c:16]([OH:19])[cH:17][cH:18]1)[CH:6]2[CH:20]([CH2:21][CH2:22][CH2:23][CH2:24][C:25](=[O:26])[OH:27])[CH2:29][CH2:30][CH3:31]. Starting materials: COC(C(CC1=CC=C(C=C1)C(NOC(=O)OCC)=N)C1=CC(=CC=C1)C(F)(F)F)=O (3-[4-(N-ethoxycarbonyloxycarbamimidoyl)-phenyl]-2-(3-trifluoromethyl-phenyl)-propionic acid methyl ester), C([O-])([O-])=O.[Na+].[Na+] (sodium carbonate), CN(C=O)C (dimethylformamide). The solvent is O (water). Reaction conditions: time 2 day. The product is COC(C(CC1=CC=C(C=C1)C1=NOC(N1)=O)C1=CC(=CC=C1)C(F)(F)F)=O (3-[4-(5-Oxo-4,5-dihydro-[1,2,4]oxadiazol-3-yl)-phenyl]-2-(3-trifluoromethyl-phenyl)-propionic acid methyl ester). Yield: 82.5%. As a reaction SMILES: [CH3:1][O:2][C:3](=[O:31])[CH:4]([C:21]1[CH:26]=[CH:25][CH:24]=[C:23]([C:27]([F:30])([F:29])[F:28])[CH:22]=1)[CH2:5][C:6]1[CH:11]=[CH:10][C:9]([C:12](=[NH:20])[NH:13][O:14][C:15](OCC)=[O:16])=[CH:8][CH:7]=1.C(=O)([O-])[O-].[Na+].[Na+].CN(C)C=O>O>[CH3:1][O:2][C:3](=[O:31])[CH:4]([C:21]1[CH:26]=[CH:25][CH:24]=[C:23]([C:27]([F:30])([F:28])[F:29])[CH:22]=1)[CH2:5][C:6]1[CH:7]=[CH:8][C:9]([C:12]2[NH:20][C:15](=[O:16])[O:14][N:13]=2)=[CH:10][CH:11]=1 |f:1.2.3|. Procedure details: A mixture of 3-[4-(N-ethoxycarbonyloxycarbamimidoyl)-phenyl]-2-(3-trifluoromethyl-phenyl)-propionic acid methyl ester (30 mg, 68 μmol), sodium carbonate (2.0 g), dimethylformamide (10 ml), and water (10 ml) was stirred at room temperature for 2 days. The reaction mixture was evaporated, and the residue solved in potassium hydrogen sulfate solution and ethyl acetate. The organic layer was evaporated and gave after lyophilization 22 mg of the desired product (85% yield). MS m/z: 379.1 (M+H)+. The reactants are CCCCCC, CN(C)C=O, [Cl-], ClCc1ccc2ccccc2n1, [H-], [NH4+], [Na+], C1CCOC1, OCc1cccc(O)c1. Yields the product OCc1cccc(OCc2ccc3ccccc3n2)c1. RXN SMILES: [CH3:26][CH2:27][CH2:28][CH2:29][CH2:30][CH3:31].[CH3:37][N:38]([CH3:39])[CH:40]=[O:41].[Cl-:24].[Cl:12][CH2:13][c:14]1[n:15][c:16]2[cH:17][cH:18][cH:19][cH:20][c:21]2[cH:22][cH:23]1.[H-:1].[NH4+:25].[Na+:2].[O:32]1[CH2:33][CH2:34][CH2:35][CH2:36]1.[OH:3][CH2:4][c:5]1[cH:6][c:7]([OH:11])[cH:8][cH:9][cH:10]1>>[OH:3][CH2:4][c:5]1[cH:6][c:7]([O:11][CH2:13][c:14]2[n:15][c:16]3[cH:17][cH:18][cH:19][cH:20][c:21]3[cH:22][cH:23]2)[cH:8][cH:9][cH:10]1. The reactants are C(C)(=S)O (thioacetic acid), C(#N)C1=CC=C(C(=O)OC)C=C1 (methyl 4-cyanobenzoate), C(C)(=O)O (acetic acid). Solvent: C(C)(C)O.O (isopropanol water). Product: C(=O)(OC)C1=CC=C(C(N)=S)C=C1 (4-carbomethoxybenzothiamide). Yield: 77.7%. As a reaction SMILES: C(O)(=[S:3])C.[C:5]([C:7]1[CH:16]=[CH:15][C:10]([C:11]([O:13][CH3:14])=[O:12])=[CH:9][CH:8]=1)#[N:6].C(O)(=O)C>C(O)(C)C.O>[C:11]([C:10]1[CH:15]=[CH:16][C:7]([C:5](=[S:3])[NH2:6])=[CH:8][CH:9]=1)([O:13][CH3:14])=[O:12] |f:3.4|. Reported procedure: 130 g (1.7 moles) of thioacetic acid, 50 g (0.3 mole) of methyl 4-cyanobenzoate and 12 ml of glacial acetic acid were stirred for 2 hours at 80° C. The mixture was allowed to cool, 200 ml of 1:1 isopropanol/water was added, the mixture was stirred for a short time and the crystals formed were filtered off under suction. 45.5 g of 4-carbomethoxybenzothiamide of melting point 188°-190° C. were obtained in this manner.